From a dataset of the Open Reaction Database (ORD), a public repository of structured organic reaction records. describe an organic reaction: reactants, conditions, products, and yield Starting materials: [H-].[Al+3].[Li+].[H-].[H-].[H-] (lithium aluminiumhydride), Cl (HCl), COC(C1=CC=C(C=C1)C=1NC(C2=CC=CC=C2C1)=O)=O (4-(1-oxo-1,2-dihydro-isoquinolin-3-yl)-benzoic acid methyl ester). Reagents/catalysts: CO (methanol). The solvent is C1CCOC1 (THF). Run at time 16 hour. Product: OCC1=CC=C(C=C1)C=1NC(C2=CC=CC=C2C1)=O (3-(4-hydroxymethyl-phenyl)-2H-isoquinolin-1-one). RXN SMILES: [H-].[Al+3].[Li+].[H-].[H-].[H-].C[O:8][C:9](=O)[C:10]1[CH:15]=[CH:14][C:13]([C:16]2[NH:17][C:18](=[O:26])[C:19]3[C:24]([CH:25]=2)=[CH:23][CH:22]=[CH:21][CH:20]=3)=[CH:12][CH:11]=1.Cl>C1COCC1.CO>[OH:8][CH2:9][C:10]1[CH:11]=[CH:12][C:13]([C:16]2[NH:17][C:18](=[O:26])[C:19]3[C:24]([CH:25]=2)=[CH:23][CH:22]=[CH:21][CH:20]=3)=[CH:14][CH:15]=1 |f:0.1.2.3.4.5|. Procedure: Under nitrogen, lithium aluminiumhydride (22.8 mg, 0.60 mmol) is added to a suspension of 4-(1-oxo-1,2-dihydro-isoquinolin-3-yl)-benzoic acid methyl ester (83.8 mg, 0.301 mmol) (for preparation see previous example) in THF (3 ml). The reaction mixture is stirred at ambient temperature for 16 hours. A few drops of methanol and then HCl (2 N aqueous solution, 0.5 ml) are added slowly to the reaction mixture. It is then filtered over a pad of celite. The filtrate is evaporated and the residue is tr... Conditions: time 2 hour. RXN SMILES: [F:1][C:2]1[CH:7]=[CH:6][C:5]([C:8]([CH3:11])([CH3:10])[CH3:9])=[CH:4][CH:3]=1.[N+:12]([O-])([O-:14])=[O:13].[K+]>S(=O)(=O)(O)O>[C:8]([C:5]1[CH:6]=[CH:7][C:2]([F:1])=[C:3]([N+:12]([O-:14])=[O:13])[CH:4]=1)([CH3:11])([CH3:10])[CH3:9] |f:1.2|. Isolated yield 58.6%. Starting materials: [N+](=O)([O-])[O-].[K+] (potassium nitrate), FC1=CC=C(C=C1)C(C)(C)C (1-Fluoro-4-t-butylbenzene), ice water. Procedure details: 1-Fluoro-4-t-butylbenzene (10 g, 65.79 mmol) was dissolved in concentrated sulfuric acid (40 ml) at 0° C. Solid potassium nitrate (6.64 g, 65.79 mmol) was added in small portions during 1 hour. The temperature was kept below 5° C. Following the addition stirring was continued for 2 hours. The reaction mixture was poured into ice-water (400 ml) and extracted with dichloromethane (3×50 ml). The organic phase was washed with water, aqueous sodium bicarbonate (1M) and water successively, dried over ... Solvent: S(O)(O)(=O)=O (sulfuric acid). Yields the product C(C)(C)(C)C1=CC(=C(C=C1)F)[N+](=O)[O-] (4-t-Butyl-1-fluoro-2-nitrobenzene). Reactants: C(C)(=O)NC1=CC=C(C=C2C=3C=CC=CC3C=3NC(C=4N(C32)C=CN4)=O)C=C1 (10-(4-acetylaminobenzylidene)-5H,10H-imidazo[1,2-a]indeno[1,2-e]pyrazin-4-one), CN(C=O)C (dimethylformamide). Reagents/catalysts: [Pd] (palladium-on-charcoal). Solvent: CO (methanol). The product is C(C)(=O)NC1=CC=C(CC2C=3C=CC=CC3C=3NC(C=4N(C32)C=CN4)=O)C=C1 (10-(4-acetylaminobenzyl)-5H,10H-imidazo[1,2-a]indeno-[1,2-e]pyrazin-4-one). The yield is 25.4%. As a reaction SMILES: [C:1]([NH:4][C:5]1[CH:28]=[CH:27][C:8]([CH:9]=[C:10]2[C:22]3[N:21]4[CH:23]=[CH:24][N:25]=[C:20]4[C:19](=[O:26])[NH:18][C:17]=3[C:16]3[CH:15]=[CH:14][CH:13]=[CH:12][C:11]2=3)=[CH:7][CH:6]=1)(=[O:3])[CH3:2].CN(C)C=O>[Pd].CO>[C:1]([NH:4][C:5]1[CH:6]=[CH:7][C:8]([CH2:9][CH:10]2[C:22]3[N:21]4[CH:23]=[CH:24][N:25]=[C:20]4[C:19](=[O:26])[NH:18][C:17]=3[C:16]3[CH:15]=[CH:14][CH:13]=[CH:12][C:11]2=3)=[CH:27][CH:28]=1)(=[O:3])[CH3:2]. Procedure details: The process is performed as in Example 3 but starting with 4.7 g of 10-(4-acetylaminobenzylidene)-5H,10H-imidazo[1,2-a]indeno[1,2-e]pyrazin-4-one, 250 ml of dimethylformamide, 50 ml of methanol and 0.6 g of 10% palladium-on-charcoal for 26 hours. 1.2 g of 10-(4-acetylaminobenzyl)-5H,10H-imidazo[1,2-a]indeno-[1,2-e]pyrazin-4-one are obtained in the form of a cream-white solid melting above 260° C. (Analysis, % calculated C: 71.34, H: 4.90, N: 15.13, O: 8.64, % found C: 71.3, H: 4.7, N: 15.3, O: 8... Starting materials: C(C1=CC=CC=C1)N1C(C(C2=C(C(=CC=C12)O)C)(O)CC(=O)N(C)C)=O (2-(1-Benzyl-3-hydroxy-5-hydroxy-methyl-2-oxo-2,3-dihydro-1H-indol-3-yl)-N,N-dimethyl-acetamide). The reagents and catalysts are [O-2].[O-2].[Mn+4] (manganese dioxide). Solvent: ClCCl (dichloromethane). The product is C(C1=CC=CC=C1)N1C(C(C2=CC(=CC=C12)C=O)(O)CC(=O)N(C)C)=O (2-(1-Benzyl-5-formyl-3-hydroxy-2-oxo-2,3-dihydro-1H-indol-3-yl)-N,N-dimethyl-acetamide). Yield: 198.6%. As a reaction SMILES: [CH2:1]([N:8]1[C:16]2[C:11](=C(C)C(O)=[CH:14][CH:15]=2)[C:10]([CH2:20][C:21]([N:23]([CH3:25])[CH3:24])=[O:22])([OH:19])[C:9]1=[O:26])[C:2]1[CH:7]=[CH:6][CH:5]=[CH:4][CH:3]=1>[O-2].[O-2].[Mn+4].ClCCl>[CH2:1]([N:8]1[C:16]2[C:11](=[CH:16][C:11]([CH:10]=[O:19])=[CH:14][CH:15]=2)[C:10]([CH2:20][C:21]([N:23]([CH3:24])[CH3:25])=[O:22])([OH:19])[C:9]1=[O:26])[C:2]1[CH:7]=[CH:6][CH:5]=[CH:4][CH:3]=1 |f:1.2.3|. Procedure: Under inert atmosphere, a flask is charged with manganese dioxide (8.7 g, 0.1 mop and 2-(1-benzyl-3-hydroxy-5-hydroxy-methyl-2-oxo-2,3-dihydro-1H-indol-3-yl)-N,N-dimethyl-acetamide (Example 23) (3.54 g, 0.01 mol). To this, mol sieve (4 A, 2 g) and dichloromethane (100 mL) are added, and the mixture is heated under reflux for six hours. The mixture is then filtered, and evaporation of the solvent leaves 3.5 g of a dark brown foam. This is chromatographed on silica (ethyl acetate) to give 1.8 g (5...